Dataset: the Open Reaction Database (ORD), a public repository of structured organic reaction records. Task: describe an organic reaction: reactants, conditions, products, and yield Starting materials: [Al+3], O=C(O)CCc1ccccc1Br, [Cl-], [Cl-], [Cl-], O=C(Cl)C(=O)Cl, ClCCl, CN(C)C=O. The product is O=C1CCc2c(Br)cccc21. Reaction SMILES: [Al+3:25].[Br:1][c:2]1[c:3]([CH2:8][CH2:9][C:10](=[O:11])[OH:12])[cH:4][cH:5][cH:6][cH:7]1.[Cl-:24].[Cl-:26].[Cl-:27].[Cl:13][C:14]([C:15]([Cl:16])=[O:17])=[O:18].[Cl:28][CH2:29][Cl:30].[O:19]=[CH:20][N:21]([CH3:22])[CH3:23]>>[Br:1][c:2]1[c:3]2[c:4]([cH:5][cH:6][cH:7]1)[C:10](=[O:12])[CH2:9][CH2:8]2. Starting materials: Cl.C1(=CC=CC=C1)C1CNC2=CC=CC=C12 (3-phenyl indoline hydrochloride), [N-]=C=O.[K+] (potassium isocyanate). The solvent is C(C)O (ethanol), O (water). Reaction conditions: time 15 minute. The product is C(N)(=O)N1CC(C2=CC=CC=C12)C1=CC=CC=C1 (N-carbamoyl-3-phenyl indoline). RXN SMILES: Cl.[C:2]1([CH:8]2[C:16]3[C:11](=[CH:12][CH:13]=[CH:14][CH:15]=3)[NH:10][CH2:9]2)[CH:7]=[CH:6][CH:5]=[CH:4][CH:3]=1.[N-:17]=[C:18]=[O:19].[K+]>O.C(O)C>[C:18]([N:10]1[C:11]2[C:16](=[CH:15][CH:14]=[CH:13][CH:12]=2)[CH:8]([C:2]2[CH:3]=[CH:4][CH:5]=[CH:6][CH:7]=2)[CH2:9]1)(=[O:19])[NH2:17] |f:0.1,2.3|. Procedure details: A mixture comprising 2.3 g of 3-phenyl indoline hydrochloride in 23 ml of water and 0.81 g of potassium isocyanate in 23 ml of ethanol was stirred for 15 minutes at room temperature. The precipitate which resulted was filtered off, washed with water and recrystallized from dilute ethanol. The yield of N-carbamoyl-3-phenylindoline was 0.9 g and the product had a melting point of 144°-145° C. The reactants are 4.2, Cl.CN(CCCN=C=NCC)C (N-(3-dimethylaminopropyl)-N′-ethyl-carbodiimide hydrochloride), ClC1=CC=C(S1)C(=O)N1COC(C1)C(=O)O (3-(5-chlorothiophene-2-carbonyl)oxazolidine-5-carboxylic acid), NC1=CC=C(C=C1)N1C(COCC1)=O (4-(4-aminophenyl)morpholin-3-one), C(O)([O-])=O.[Na+] (sodium hydrogencarbonate). The solvent is CN(C=O)C (dimethylformamide). Conditions: time 18 hour. Product: O=C1N(CCOC1)C1=CC=C(C=C1)NC(=O)C1CN(CO1)C(=O)C=1SC(=CC1)Cl (N-[4-(3-oxomorpholin-4-yl)phenyl]-3-(5-chlorothiophene-2-carbonyl)-oxazolidine-5-carboxamide). As a reaction SMILES: Cl.CN(C)CCCN=C=NCC.[Cl:13][C:14]1[S:18][C:17]([C:19]([N:21]2[CH2:25][CH:24]([C:26]([OH:28])=O)[O:23][CH2:22]2)=[O:20])=[CH:16][CH:15]=1.[NH2:29][C:30]1[CH:35]=[CH:34][C:33]([N:36]2[CH2:41][CH2:40][O:39][CH2:38][C:37]2=[O:42])=[CH:32][CH:31]=1.C(=O)([O-])O.[Na+]>CN(C)C=O>[O:42]=[C:37]1[CH2:38][O:39][CH2:40][CH2:41][N:36]1[C:33]1[CH:32]=[CH:31][C:30]([NH:29][C:26]([CH:24]2[O:23][CH2:22][N:21]([C:19]([C:17]3[S:18][C:14]([Cl:13])=[CH:15][CH:16]=3)=[O:20])[CH2:25]2)=[O:28])=[CH:35][CH:34]=1 |f:0.1,4.5|. Procedure details: 4.2 479 mg (2.50 mmol) of N-(3-dimethylaminopropyl)-N′-ethyl-carbodiimide hydrochloride (DAPECI) are added to a solution of 500 mg (1.91 mmol) of 3-(5-chlorothiophene-2-carbonyl)oxazolidine-5-carboxylic acid and 367 mg (1.91 mmol) of 4-(4-aminophenyl)morpholin-3-one in 5 ml of dimethylformamide (DMF), and the mixture is stirred at room temperature for 18 hours. The reaction mixture is added to saturated sodium hydrogencarbonate solution, and the precipitate formed is filtered off, giving N-[4-(3...